This data is from the Open Reaction Database (ORD), a public repository of structured organic reaction records. The task is: describe an organic reaction: reactants, conditions, products, and yield The product is C(C)(=O)OC1=C(C(=C(C=C1)O)C(C)(C)C)F (Tert-butyl-2-fluoro-4-hydroxy-phenyl acetate). Reaction SMILES: [C:1]([O:4][C:5]1[CH:10]=[CH:9][C:8]([O:11]CC2C=CC=CC=2)=[C:7]([C:19]([CH3:22])([CH3:21])[CH3:20])[C:6]=1[F:23])(=[O:3])[CH3:2]>[Pd].C(OCC)(=O)C>[C:1]([O:4][C:5]1[CH:10]=[CH:9][C:8]([OH:11])=[C:7]([C:19]([CH3:22])([CH3:21])[CH3:20])[C:6]=1[F:23])(=[O:3])[CH3:2]. Solvent: C(C)(=O)OCC (ethyl acetate). The reagents and catalysts are [Pd] (palladium on carbon). The reactants are C(C)(=O)OC1=C(C(=C(C=C1)OCC1=CC=CC=C1)C(C)(C)C)F (tert-butyl-4-benzyloxy-2-fluoro-phenyl acetate), C(C)(=O)OC1=C(C(=C(C=C1)OCC1=CC=CC=C1)C(C)(C)C)F (tert-butyl-4-benzyloxy-2-fluoro-phenyl acetate). Procedure: Following General Procedure G and using tert-butyl-4-benzyloxy-2-fluoro-phenyl acetate (Compound 13, 2.2 g, 6.96 mmol), ethyl acetate (15 mL) and 5% palladium on carbon (0.436 g) the title compound was obtained as a white solid (1.5 g, 95%).